From a dataset of the Open Reaction Database (ORD), a public repository of structured organic reaction records. describe an organic reaction: reactants, conditions, products, and yield The reactants are FC1=CC=C(C=C1)C#C[Si](C)(C)C (1-fluoro-4-(trimethylsilyl)ethynylbenzene), C([O-])([O-])=O.[K+].[K+] (potassium carbonate). The solvent is CO (methanol). Yields the product C(#C)C1=CC=C(C=C1)F (1-ETHYNYL-4-FLUOROBENZENE). RXN SMILES: [F:1][C:2]1[CH:7]=[CH:6][C:5]([C:8]#[C:9][Si](C)(C)C)=[CH:4][CH:3]=1.C(=O)([O-])[O-].[K+].[K+]>CO>[C:8]([C:5]1[CH:6]=[CH:7][C:2]([F:1])=[CH:3][CH:4]=1)#[CH:9] |f:1.2.3|. Procedure: A 12-Liter 3-neck round-bottom flask equipped with a nitrogen inlet, an overhead mechanical stirrer, was charged with 6 Liters of methanol, the 1-fluoro-4-(trimethylsilyl)ethynylbenzene (1432 g) prepared above, and 98 g of anhydrous potassium carbonate. Stirring was continued until no starting material was detected by gas chromatographic analysis (about 1 hour). Reaction SMILES: [CH:1]1([C@@:6]([OH:15])([C:10]2[S:11][CH:12]=[CH:13][CH:14]=2)[C:7]([OH:9])=[O:8])[CH2:5][CH2:4][CH2:3][CH2:2]1.C(N1C=CN=C1)(N1C=CN=C1)=O.O[C@H:29]1[CH:34]2[CH2:35][CH2:36][N:31]([CH2:32][CH2:33]2)[CH2:30]1.O>CN(C=O)C>[N:31]12[CH2:36][CH2:35][CH:34]([CH2:33][CH2:32]1)[C@H:29]([O:8][C:7](=[O:9])[C@:6]([CH:1]1[CH2:5][CH2:4][CH2:3][CH2:2]1)([OH:15])[C:10]1[S:11][CH:12]=[CH:13][CH:14]=1)[CH2:30]2. The product is N12C[C@H](C(CC1)CC2)OC([C@@](C=2SC=CC2)(O)C2CCCC2)=O ((2S)-2-Cyclopentyl-2-hydroxy-2-thien-2-ylacetic acid (3S)-1-azabicyclo[2.2.2]oct-3-yl ester). Reported procedure: 510 mg (0.00225 mol) of (2S)-2-Cyclopentyl-2-hydroxy-2-thien-2-ylacetic acid (obtained by hydrolysis of Intermediate I-15a) were dissolved in 7 ml of DMF. This solution was stirred at room temperature and 638 mg (0.00393 mol) of 1,1′-carbonyldiimidazol were added in several portions. After 4.5 h the reaction mixture was cooled to 0° C. and 315 mg (0.00248 mol) of (3S)-3-hydroxy-1-azabicyclo[2.2.2]octane and 83 mg (0.0021 mol) of HNa (60% dispersion in mineral oil) were added thereto. After stirr... Reactants: O (water), C1(CCCC1)[C@](C(=O)O)(C=1SC=CC1)O ((2S)-2-Cyclopentyl-2-hydroxy-2-thien-2-ylacetic acid), O[C@@H]1CN2CCC1CC2 ((3S)-3-hydroxy-1-azabicyclo[2.2.2]octane), C(=O)(N1C=NC=C1)N1C=NC=C1 (1,1′-carbonyldiimidazol). Run in CN(C)C=O (DMF). Isolated yield 47.7%. Starting materials: C([O-])([O-])=O.[Cs+].[Cs+] (cesium carbonate), C1(=CC=CC=C1)P(C1=CC=CC=2C(C3=CC=CC(=C3OC12)P(C1=CC=CC=C1)C1=CC=CC=C1)(C)C)C1=CC=CC=C1 (4,5-bis(diphenylphosphino)-9,9-dimethylxanthene), C(C)(C)C1C(C(C(N1)=O)(C)C)=O (5-isopropyl-3,3-dimethylpyrrolidine-2,4-dione), BrC1=CC(=C(C#N)C=C1)Cl (4-bromo-2-chlorobenzonitrile). The reagents and catalysts are C=1C=CC(=CC1)/C=C/C(=O)/C=C/C2=CC=CC=C2.C=1C=CC(=CC1)/C=C/C(=O)/C=C/C2=CC=CC=C2.C=1C=CC(=CC1)/C=C/C(=O)/C=C/C2=CC=CC=C2.[Pd].[Pd] (tris(dibenzylideneacetone)dipalladium(0)). The product is ClC1=C(C#N)C=CC(=C1)N1C(C(C(C1C(C)C)=O)(C)C)=O (2-chloro-4-(5-isopropyl-3,3-dimethyl-2,4-dioxopyrrolidin-1-yl)benzonitrile), crystals. Isolated yield 48.0%. Reaction SMILES: [CH:1]([CH:4]1[NH:8][C:7](=[O:9])[C:6]([CH3:11])([CH3:10])[C:5]1=[O:12])([CH3:3])[CH3:2].Br[C:14]1[CH:21]=[CH:20][C:17]([C:18]#[N:19])=[C:16]([Cl:22])[CH:15]=1.C(=O)([O-])[O-].[Cs+].[Cs+].C1(P(C2C=CC=CC=2)C2C3OC4C(=CC=CC=4P(C4C=CC=CC=4)C4C=CC=CC=4)C(C)(C)C=3C=CC=2)C=CC=CC=1>C1C=CC(/C=C/C(/C=C/C2C=CC=CC=2)=O)=CC=1.C1C=CC(/C=C/C(/C=C/C2C=CC=CC=2)=O)=CC=1.C1C=CC(/C=C/C(/C=C/C2C=CC=CC=2)=O)=CC=1.[Pd].[Pd]>[Cl:22][C:16]1[CH:15]=[C:14]([N:8]2[CH:4]([CH:1]([CH3:3])[CH3:2])[C:5](=[O:12])[C:6]([CH3:10])([CH3:11])[C:7]2=[O:9])[CH:21]=[CH:20][C:17]=1[C:18]#[N:19] |f:2.3.4,6.7.8.9.10|. Reported procedure: Using 5-isopropyl-3,3-dimethylpyrrolidine-2,4-dione (400 mg), 4-bromo-2-chlorobenzonitrile (614 mg), cesium carbonate (1.16 g), tris(dibenzylideneacetone)dipalladium(0) (216 mg) and 4,5-bis(diphenylphosphino)-9,9-dimethylxanthene (410 mg), and in the same manner as in Reference Example 3, the title compound was obtained as colorless crystals (yield: 343 mg, 48%). The reactants are C(C)(=O)Cl (acetyl chloride), NC1=C(C=CC=C1)C1=C(N=C(N1CC(C)C)CCCC)C#N (5-(2-Aminophenyl)-2-butyl-1-(2-methylpropyl)-1H-imidazole-4-carbonitrile). Run in C(C)O (ethanol). The product is Cl.C(CCC)C=1N(C2=C(C(=NC=3C=CC=CC23)N)N1)CC(C)C (2-butyl-1-(2-methylpropyl)-1H-imidazo[4,5-c]quinolin-4-amine hydrochloride). Isolated yield 89.3%. As a reaction SMILES: C([Cl:4])(=O)C.[NH2:5][C:6]1[CH:11]=[CH:10][CH:9]=[CH:8][C:7]=1[C:12]1[N:16]([CH2:17][CH:18]([CH3:20])[CH3:19])[C:15]([CH2:21][CH2:22][CH2:23][CH3:24])=[N:14][C:13]=1[C:25]#[N:26]>C(O)C>[ClH:4].[CH2:21]([C:15]1[N:16]([CH2:17][CH:18]([CH3:20])[CH3:19])[C:12]2[C:7]3[CH:8]=[CH:9][CH:10]=[CH:11][C:6]=3[N:5]=[C:25]([NH2:26])[C:13]=2[N:14]=1)[CH2:22][CH2:23][CH3:24] |f:3.4|. Procedure: Under a nitrogen atmosphere, a solution of acetyl chloride (412 mg, 5.25 mmol) in anhydrous ethanol (17.5 mL) was stirred for 15 minutes. 5-(2-Aminophenyl)-2-butyl-1-(2-methylpropyl)-1H-imidazole-4-carbonitrile (1.04 g, 3.50 mmol) was added, and the reaction was heated at reflux under nitrogen for 21.5 hours, allowed to cool to room temperature overnight, and further cooled on an ice bath. A solid was present and was isolated by filtration, washed with diethyl ether, and air-dried to provide 1.0... Starting materials: Nc1cccc(-c2c(Cc3ccccc3)cnc3c(C(F)(F)F)cccc23)c1, O=Cc1c2ccccc2cc2ccccc12. Product: FC(F)(F)c1cccc2c(-c3cccc(NCc4c5ccccc5cc5ccccc45)c3)c(Cc3ccccc3)cnc12. Reaction SMILES: [CH2:1]([c:2]1[cH:3][cH:4][cH:5][cH:6][cH:7]1)[c:8]1[cH:9][n:10][c:11]2[c:12]([C:25]([F:26])([F:27])[F:28])[cH:13][cH:14][cH:15][c:16]2[c:17]1-[c:18]1[cH:19][c:20]([NH2:24])[cH:21][cH:22][cH:23]1.[cH:29]1[cH:30][cH:31][cH:32][c:33]2[cH:34][c:35]3[cH:36][cH:37][cH:38][cH:39][c:40]3[c:41]([CH:43]=[O:44])[c:42]12>>[CH2:1]([c:2]1[cH:3][cH:4][cH:5][cH:6][cH:7]1)[c:8]1[cH:9][n:10][c:11]2[c:12]([C:25]([F:26])([F:27])[F:28])[cH:13][cH:14][cH:15][c:16]2[c:17]1-[c:18]1[cH:19][c:20]([NH:24][CH2:43][c:41]2[c:40]3[c:35]([cH:34][c:33]4[cH:32][cH:31][cH:30][cH:29][c:42]42)[cH:36][cH:37][cH:38][cH:39]3)[cH:21][cH:22][cH:23]1. Starting materials: COC1=CC=C(C=C1)N1CCNCC1 (1-(4-methoxyphenyl)piperazine), C(C)N(C(=O)Cl)CC (diethylcarbamoyl chloride). Run in C(Cl)(Cl)Cl (chloroform), C(Cl)(Cl)Cl (chloroform). Conditions: temperature 50 celsius, time 2 hour. Product: COC1=CC=C(C=C1)N1CCN(CC1)C(N(CC)CC)=O (1-(4-methoxyphenyl)-4-diethylcarbamoylpiperazine). Isolated yield 47.0%. RXN SMILES: [CH3:1][O:2][C:3]1[CH:8]=[CH:7][C:6]([N:9]2[CH2:14][CH2:13][NH:12][CH2:11][CH2:10]2)=[CH:5][CH:4]=1.[CH2:15]([N:17]([CH2:21][CH3:22])[C:18](Cl)=[O:19])[CH3:16]>C(Cl)(Cl)Cl>[CH3:1][O:2][C:3]1[CH:4]=[CH:5][C:6]([N:9]2[CH2:14][CH2:13][N:12]([C:18](=[O:19])[N:17]([CH2:21][CH3:22])[CH2:15][CH3:16])[CH2:11][CH2:10]2)=[CH:7][CH:8]=1. Reported procedure: In 75 ml of chloroform was dissolved 10.4 g (0.054 mole) of 1-(4-methoxyphenyl)piperazine at room temperature, and a solution of 7.4 g (0.054 mole) of diethylcarbamoyl chloride in 50 ml of chloroform was dropped to the above solution over a period of 30 minutes. The mixture was stirred at 50° C. for 2 hours, and the insoluble substance was removed, and the filtrate was concentrated under reduced pressure and 100 ml of a 35% aqueous solution of sodium hydroxide and 300 ml of ether were added to t... The reactants are ClCC1OC(OC1)(C1=CC=CC=C1)C1=C(C(=O)OC)C=CC=C1 (2-[4-(Chloromethyl)-2-phenyl-1,3-dioxolan-2-yl]benzoic acid, methyl ester), liquid, N (ammonia), [Na] (sodium), ferric nitrate, [Na] (sodium), N (ammonia), C(C)#N (acetonitrile). The solvent is CCOCC (ether), CCOCC (ether), CCOCC (ether). The product is ClCC1OC(OC1)(C1=CC=CC=C1)C1=C(C=CC=C1)C(CC#N)=O (2-[4-(chloromethyl)-2-phenyl-1,3-dioxolan-2-yl]-β-oxo-benzenepropanenitrile). As a reaction SMILES: N.[Na].[C:3](#[N:5])[CH3:4].[Cl:6][CH2:7][CH:8]1[CH2:12][O:11][C:10]([C:19]2[CH:28]=[CH:27][CH:26]=[CH:25][C:20]=2[C:21](OC)=[O:22])([C:13]2[CH:18]=[CH:17][CH:16]=[CH:15][CH:14]=2)[O:9]1>CCOCC>[Cl:6][CH2:7][CH:8]1[CH2:12][O:11][C:10]([C:19]2[CH:28]=[CH:27][CH:26]=[CH:25][C:20]=2[C:21](=[O:22])[CH2:4][C:3]#[N:5])([C:13]2[CH:14]=[CH:15][CH:16]=[CH:17][CH:18]=2)[O:9]1 |^1:1|. Procedure details: To a stirring solution of 75 ml of liquid ammonia was added a small piece of sodium and a few crystals of ferric nitrate. A total of 1.15 g (0.0502 mol) of sodium was added over a 20 min period, and after 5 mins a solution of 2.9 ml (0.050 mol) of acetonitrile in 10 ml of ether was added dropwise. A solution of 6.6 g (0.0198 mol) of the end product of Example 12 in 40 ml of ether was added dropwise, and after 2 hrs 100 ml of ether was added and the ammonia was allowed to evaporate. About 100 g o...